Task: describe an organic reaction: reactants, conditions, products, and yield. Dataset: the Open Reaction Database (ORD), a public repository of structured organic reaction records The reactants are ice, BrCC(C(=O)OCC)=C (ethyl 2-(bromomethyl)acrylate), O=C(COC1=CC(OC2=C1C=CC=C2)=O)C2=CC=CC=C2 (4-(2-Oxo-2-phenylethoxy)-2H-1-benzopyran-2-one). The reagents and catalysts are [Zn] (zinc), C1(O)=CC=C(O)C=C1 (hydroquinone). Run in O1CCCC1 (tetrahydrofuran). The product is C=C1CC(OC1=O)(C1=CC=CC=C1)COC1=CC(OC2=C1C=CC=C2)=O (4-[(2,3,4,5-Tetrahydro-4-methylene-5-oxo-2-phenyl-2-furanyl)methoxy]-2H-1-benzopyran-2-one). The yield is 86.1%. Reaction SMILES: [O:1]=[C:2]([C:16]1[CH:21]=[CH:20][CH:19]=[CH:18][CH:17]=1)[CH2:3][O:4][C:5]1[C:10]2[CH:11]=[CH:12][CH:13]=[CH:14][C:9]=2[O:8][C:7](=[O:15])[CH:6]=1.Br[CH2:23][C:24](=[CH2:30])[C:25](OCC)=[O:26]>O1CCCC1.[Zn].C1(C=CC(O)=CC=1)O>[CH2:23]=[C:24]1[C:25](=[O:26])[O:1][C:2]([CH2:3][O:4][C:5]2[C:10]3[CH:11]=[CH:12][CH:13]=[CH:14][C:9]=3[O:8][C:7](=[O:15])[CH:6]=2)([C:16]2[CH:21]=[CH:20][CH:19]=[CH:18][CH:17]=2)[CH2:30]1. Procedure details: To a solution of 2a (0.84 g, 3 mmol) in dry tetrahydrofuran (60 ml) were added activated zinc powder (0.255 g, 3.9 mmol), hydroquinone (6 mg), and ethyl 2-(bromomethyl)acrylate (0.78 g, 4 mmol). The mixture was refluxed under nitrogen atmosphere for 18 h. (monitored by TLC). After cooling it was poured into an ice-cold 5% HCl solution (300 ml) and extracted with CH2Cl2 (75 ml×3). The dichloromethane extracts were combined and washed with saline, dried over Na2SO4, and then evaporated to give a r... Starting materials: C(C)N (ethyl amine), C(C)(CC)C=1C=C(C=C2C=C(C(OC12)=O)C(=O)O)\C=C\C(C1=CC=C(C=C1)C)=O ((E)-8-sec-butyl-2-oxo-6-(3-oxo-3-p-tolylprop-1-enyl)-2H-chromene-3-carboxylic acid), ( V ), S(=O)(Cl)Cl (thionyl chloride). Solvent: C1(=CC=CC=C1)C (toluene). Conditions: time 35 minute. The product is C(C)(CC)C=1C=C(C=C2C=C(C(OC12)=O)C(=O)NCC)\C=C\C(C1=CC=C(C=C1)C)=O ((E)-8-sec-butyl-N-ethyl-2-oxo-6-(3-oxo-3-p-tolylprop-1-enyl)-2H-chromene-3-carboxamide). As a reaction SMILES: [CH:1]([C:5]1[CH:6]=[C:7](/[CH:19]=[CH:20]/[C:21](=[O:29])[C:22]2[CH:27]=[CH:26][C:25]([CH3:28])=[CH:24][CH:23]=2)[CH:8]=[C:9]2[C:14]=1[O:13][C:12](=[O:15])[C:11]([C:16](O)=[O:17])=[CH:10]2)([CH2:3][CH3:4])[CH3:2].S(Cl)(Cl)=O.[CH2:34]([NH2:36])[CH3:35]>C1(C)C=CC=CC=1>[CH:1]([C:5]1[CH:6]=[C:7](/[CH:19]=[CH:20]/[C:21](=[O:29])[C:22]2[CH:27]=[CH:26][C:25]([CH3:28])=[CH:24][CH:23]=2)[CH:8]=[C:9]2[C:14]=1[O:13][C:12](=[O:15])[C:11]([C:16]([NH:36][CH2:34][CH3:35])=[O:17])=[CH:10]2)([CH2:3][CH3:4])[CH3:2]. Procedure: To a suspension of (E)-8-sec-butyl-2-oxo-6-(3-oxo-3-p-tolylprop-1-enyl)-2H-chromene-3-carboxylic acid of the formula (V) (0.5 g, 1.28 mmol) in toluene (15 mL), added thionyl chloride (1.0 mL), was refluxed for 3 h. The resulting solution was evaporated to dryness under reduced pressure, and the residue was dispersed in toluene (15 mL). The solvent was eliminated under reduced pressure. Dispersion in toluene and solvent elimination was repeated twice. The residue was dissolved toluene (10 mL) and...